This data is from the Open Reaction Database (ORD), a public repository of structured organic reaction records. The task is: describe an organic reaction: reactants, conditions, products, and yield Reactants: C(O)([O-])=O.[Na+] (sodium hydrogen carbonate), ClC=1C=C(C=CC1)NC1=NC=C(C(=N1)C(F)(F)F)N (N2-(3-chlorophenyl)-4-(trifluoromethyl)pyrimidine-2,5-diamine), N1=CC=CC=C1 (pyridine), C1(=CC=CC=C1)S(=O)(=O)Cl (benzenesulfonylchloride). Run in ClCCl (dichloromethane). Reaction conditions: time 6 hour. The product is ClC=1C=C(C=CC1)NC1=NC=C(C(=N1)C(F)(F)F)NS(=O)(=O)C1=CC=CC=C1 (N-{2-[(3-chlorophenyl)amino]-4-(trifluoromethyl)pyrimidin-5-yl}benzenesulfonamide). Yield: 78.1%. Reaction SMILES: [Cl:1][C:2]1[CH:3]=[C:4]([NH:8][C:9]2[N:14]=[C:13]([C:15]([F:18])([F:17])[F:16])[C:12]([NH2:19])=[CH:11][N:10]=2)[CH:5]=[CH:6][CH:7]=1.N1C=CC=CC=1.[C:26]1([S:32](Cl)(=[O:34])=[O:33])[CH:31]=[CH:30][CH:29]=[CH:28][CH:27]=1.C(=O)([O-])O.[Na+]>ClCCl>[Cl:1][C:2]1[CH:3]=[C:4]([NH:8][C:9]2[N:14]=[C:13]([C:15]([F:17])([F:18])[F:16])[C:12]([NH:19][S:32]([C:26]3[CH:31]=[CH:30][CH:29]=[CH:28][CH:27]=3)(=[O:34])=[O:33])=[CH:11][N:10]=2)[CH:5]=[CH:6][CH:7]=1 |f:3.4|. Reported procedure: To a mixture of N2-(3-chlorophenyl)-4-(trifluoromethyl)pyrimidine-2,5-diamine (150 mg), pyridine (84 μL) and dichloromethane (3 mL) was added benzenesulfonylchloride (129 mg) under ice-cooling, followed by stirring at room temperature for 6 hours. To the reaction mixture was added a saturated aqueous sodium hydrogen carbonate solution and the aqueous layer was extracted with ethyl acetate. The organic layer was washed with water and saturated brine, and dried over anhydrous magnesium sulfate, an... Starting materials: ON1C(CCC1=O)=O (N-hydroxysuccinimide), CCN=C=NCCCN(C)C (EDCI), FC(C(C(F)(F)F)(OCOC)C=1C=C(CN(C(CCC(=O)O)=O)C)C=CC1[Sn](CCCC)(CCCC)CCCC)(F)F (4-((3-(1,1,1,3,3,3-hexafluoro-2-(methoxymethoxy)propan-2-yl)-4-(tri butyl-stannyl)benzyl)(methyl)amino)-4-oxobutanoic acid). The solvent is C(C)#N (acetonitrile). Run at temperature 20 celsius, time 6 hour. Yields the product FC(C(C(F)(F)F)(OCOC)C=1C=C(CN(C(CCC(=O)ON2C(CCC2=O)=O)=O)C)C=CC1[Sn](CCCC)(CCCC)CCCC)(F)F (2,5-dioxopyrrolidin-1-yl 4-((3-(1,1,1,3,3,3-hexafluoro-2-(methoxymethoxy) propan-2-yl)-4-(tributylstannyl)benzyl)(methyl)amino)-4-oxobutanoate). Isolated yield 0.1%. As a reaction SMILES: [F:1][C:2]([F:42])([F:41])[C:3]([C:12]1[CH:13]=[C:14]([CH:25]=[CH:26][C:27]=1[Sn:28]([CH2:37][CH2:38][CH2:39][CH3:40])([CH2:33][CH2:34][CH2:35][CH3:36])[CH2:29][CH2:30][CH2:31][CH3:32])[CH2:15][N:16]([CH3:24])[C:17](=[O:23])[CH2:18][CH2:19][C:20]([OH:22])=[O:21])([O:8][CH2:9][O:10][CH3:11])[C:4]([F:7])([F:6])[F:5].O[N:44]1[C:48](=[O:49])[CH2:47][CH2:46][C:45]1=[O:50].CCN=C=NCCCN(C)C>C(#N)C>[F:42][C:2]([F:1])([F:41])[C:3]([C:12]1[CH:13]=[C:14]([CH:25]=[CH:26][C:27]=1[Sn:28]([CH2:29][CH2:30][CH2:31][CH3:32])([CH2:33][CH2:34][CH2:35][CH3:36])[CH2:37][CH2:38][CH2:39][CH3:40])[CH2:15][N:16]([CH3:24])[C:17](=[O:23])[CH2:18][CH2:19][C:20]([O:22][N:44]1[C:48](=[O:49])[CH2:47][CH2:46][C:45]1=[O:50])=[O:21])([O:8][CH2:9][O:10][CH3:11])[C:4]([F:7])([F:6])[F:5]. Reported procedure: Compound 15 (170 mg, 236 mmol) was dissolved in acetonitrile (5 mL), N-hydroxysuccinimide (54 mg, 472 mmol) and EDCI (90 mg, 472 μmol) were added and the mixture stirred 6 h at 20° C. The solvent was removed under vacuum and the residue was purified over silica gel using dichloromethane/acetone (1/1) as eluant to give 155 mg (190 μmol, 80% yield) of a colorless oil. Starting materials: ClC1=C(C=O)C=CC=C1Cl (2,3-dichlorobenzaldehyde), CC1(CC(=O)CC(=O)C1)C (dimedone), N\C(=C/C(=O)OC(C)C)\C (isopropyl 3-aminocrotonate). Solvent: C(C)(C)O (isopropanol). Product: ClC1=C(C=CC=C1Cl)C1C(=C(NC=2CC(CC(C12)=O)(C)C)C)C(=O)OC(C)C (Isopropyl 4-(2,3-dichlorophenyl)-5-oxo-2,7,7-trimethyl-1,4,5,6,7,8-hexa-hydroquinoline-3-carboxylate). RXN SMILES: [Cl:1][C:2]1[C:9]([Cl:10])=[CH:8][CH:7]=[CH:6][C:3]=1[CH:4]=O.[CH3:11][C:12]1([CH3:20])[CH2:19][C:17](=O)[CH2:16][C:14](=[O:15])[CH2:13]1.[NH2:21]/[C:22](/[CH3:30])=[CH:23]\[C:24]([O:26][CH:27]([CH3:29])[CH3:28])=[O:25]>C(O)(C)C>[Cl:1][C:2]1[C:9]([Cl:10])=[CH:8][CH:7]=[CH:6][C:3]=1[CH:4]1[C:16]2[C:14](=[O:15])[CH2:13][C:12]([CH3:11])([CH3:20])[CH2:19][C:17]=2[NH:21][C:22]([CH3:30])=[C:23]1[C:24]([O:26][CH:27]([CH3:29])[CH3:28])=[O:25]. Procedure: 3.50 g (20 mmol) of 2,3-dichlorobenzaldehyde, 2.80 g (20 mmol) of dimedone and 2.86 g (20 mmol) of isopropyl 3-aminocrotonate are dissolved in 100 ml of isopropanol and stirred under reflux for 5 h. The product precipitates. The mixture is treated with 50 ml of water and cooled to RT. The product is filtered off with suction and washed successively with isopropanol, ethanol and ether. 6.6 g (78% of theory) of the title compound are obtained. The reactants are BrC1=NC=CC=C1O (2-bromo-3-hydroxypyridine), [H-].[Na+] (sodium hydride), C(C#C)Br (Propargyl bromide). The solvent is C1CCOC1 (THF). Reaction conditions: time 0.75 hour. Product: BrC1=NC=CC=C1OCC#C (2-bromo-3-propargyloxypyridine), solid. Reaction SMILES: [Br:1][C:2]1[C:7]([OH:8])=[CH:6][CH:5]=[CH:4][N:3]=1.[H-].[Na+].[CH2:11](Br)[C:12]#[CH:13]>C1COCC1>[Br:1][C:2]1[C:7]([O:8][CH2:13][C:12]#[CH:11])=[CH:6][CH:5]=[CH:4][N:3]=1 |f:1.2|. Procedure details: A solution of 2-bromo-3-hydroxypyridine (10 g) in dry THF (100 ml) was treated with 1 equivalent of sodium hydride (80% in oil) (1.72 g) and stirred at room temperature under nitrogen for 0.75 hours. Propargyl bromide (80% in toluene) (19.2 ml) was added and the mixture was heated under reflux for 88 hours. After cooling, the solvent was evaporated under reduced pressure and the residue partitioned between 5% aqueous NaOH and EtOAc. The organic layer was removed, dried (Na2SO4) and concentrated ... Starting materials: O1CCOCC1 (dioxane), CO (methanol), COC(=O)C=1C=CC2=C(N=C(S2)\C=C\C2=CC(=CC=C2)[N+](=O)[O-])C1 (5-methoxycarbonyl-2-(trans-3-nitrostyryl)benzothiazole), [Cl-].[Ca+2].[Cl-] (calcium chloride). The reagents and catalysts are [Zn] (zinc). Solvent: O (water). The product is NC=1C=C(/C=C/C=2SC3=C(N2)C=C(C=C3)C(=O)OC)C=CC1 (2-(trans-3-aminostyryl)-5-methoxycarbonylbenzothiazole). The yield is 76.8%. RXN SMILES: O1CCOCC1.CO.[CH3:9][O:10][C:11]([C:13]1[CH:14]=[CH:15][C:16]2[S:20][C:19](/[CH:21]=[CH:22]/[C:23]3[CH:28]=[CH:27][CH:26]=[C:25]([N+:29]([O-])=O)[CH:24]=3)=[N:18][C:17]=2[CH:32]=1)=[O:12].[Cl-].[Ca+2].[Cl-]>O.[Zn]>[NH2:29][C:25]1[CH:24]=[C:23]([CH:28]=[CH:27][CH:26]=1)/[CH:22]=[CH:21]/[C:19]1[S:20][C:16]2[CH:15]=[CH:14][C:13]([C:11]([O:10][CH3:9])=[O:12])=[CH:32][C:17]=2[N:18]=1 |f:3.4.5|. Procedure: To a solvent mixture of 50 ml of dioxane and 30 ml of methanol, 2.0 g of 5-methoxycarbonyl-2-(trans-3-nitrostyryl)benzothiazole was added and, under vigorous stirring, a solution of 0.37 g of calcium chloride in 55 ml of water and 9.8 g of zinc powder were added, followed by refluxing for 2 hours. After cooled to room temperature, the reaction mixture was filtered and the filtrate was concentrated under reduced pressure, and the solid residue formed was washed with toluene to give 1.4 g (yield 7... The reactants are CCC(N)C(=O)OC(C)(C)C, ClCCCl, CN(C)c1ccncc1, CCN(C(C)C)C(C)C, O=C(O)c1cc(Cl)ccc1[N+](=O)[O-], Cl, C1CCOC1, On1nnc2ccccc21. The product is CCC(NC(=O)c1cc(Cl)ccc1[N+](=O)[O-])C(=O)OC(C)(C)C. As a reaction SMILES: [C:15]([CH3:16])([CH3:17])([CH3:18])[O:19][C:20]([CH:21]([CH2:22][CH3:23])[NH2:24])=[O:25].[CH2:59]([Cl:60])[CH2:61][Cl:62].[CH3:50][N:51]([c:52]1[cH:53][cH:54][n:55][cH:56][cH:57]1)[CH3:58].[CH:36]([N:37]([CH:38]([CH3:39])[CH3:40])[CH2:41][CH3:42])([CH3:43])[CH3:44].[Cl:1][c:2]1[cH:3][cH:4][c:5]([N+:11](=[O:12])[O-:13])[c:6]([C:7](=[O:8])[OH:9])[cH:10]1.[ClH:14].[O:45]1[CH2:46][CH2:47][CH2:48][CH2:49]1.[OH:26][n:27]1[c:28]2[c:29]([cH:30][cH:31][cH:32][cH:33]2)[n:34][n:35]1>>[Cl:1][c:2]1[cH:3][cH:4][c:5]([N+:11](=[O:12])[O-:13])[c:6]([C:7](=[O:9])[NH:24][CH:21]([C:20]([O:19][C:15]([CH3:16])([CH3:17])[CH3:18])=[O:25])[CH2:22][CH3:23])[cH:10]1. Reactants: CS(C)=O, FC(F)(F)I, [Fe+2], OO, O=S(=O)([O-])[O-], O=S(=O)(O)O, O=c1cc[nH]c(=O)[nH]1. Product: O=c1[nH]cc(C(F)(F)F)c(=O)[nH]1. Reaction SMILES: [CH3:27][S:28](=[O:29])[CH3:30].[F:14][C:15]([F:16])([F:17])[I:18].[Fe+2:26].[OH:19][OH:20].[S:21]([O-:22])([O-:23])(=[O:24])=[O:25].[S:9](=[O:10])(=[O:11])([OH:12])[OH:13].[nH:1]1[c:2](=[O:3])[nH:4][c:5](=[O:6])[cH:7][cH:8]1>>[nH:1]1[c:2](=[O:3])[nH:4][c:5](=[O:6])[c:7]([C:15]([F:14])([F:16])[F:17])[cH:8]1. The solvent is CO (methyl alcohol). The product is C(\C=C\C1=CC(OC)=C(O)C=C1)(=O)OC (Methyl ferulate). Procedure: Methyl ferulate was prepared by methylating commercial ferulic acid (made by Tokyo Kasei Kogyo Co. LTD., Japan) with diazomethane or methyl alcohol acidified with hydrochloric acid (Fisher Method). Starting materials: C(\C=C\C1=CC(OC)=C(O)C=C1)(=O)O (ferulic acid), [N+](=[N-])=C (diazomethane), Cl (hydrochloric acid). As a reaction SMILES: [C:1]([OH:14])(=[O:13])/[CH:2]=[CH:3]/[C:4]1[CH:12]=[CH:11][C:9]([OH:10])=[C:6]([O:7][CH3:8])[CH:5]=1.[N+](=[CH2:17])=[N-].Cl>CO>[C:1]([O:14][CH3:17])(=[O:13])/[CH:2]=[CH:3]/[C:4]1[CH:12]=[CH:11][C:9]([OH:10])=[C:6]([O:7][CH3:8])[CH:5]=1.